This data is from the Open Reaction Database (ORD), a public repository of structured organic reaction records. The task is: describe an organic reaction: reactants, conditions, products, and yield Reactants: ClC1=CC=C(C=C1)C1(CCCCC=2SC(=CC21)C2=CC=NC=C2)O (4-(4-chlorophenyl)-2-pyridin-4-yl-5,6,7,8-tetrahydro-4H-cyclohepta[b]thiophene-4-ol), ClCCCl (1,2-dichloroethane), C(C)[SiH](CC)CC (triethylsilane), FC(S(=O)(=O)O)(F)F (trifluoromethanesulfonic acid), C(=O)(O)[O-].[Na+] (NaHCO3). Conditions: temperature 100 celsius. Yields the product ClC1=CC=C(C=C1)C1CCCCC=2SC(=CC21)C2=CC=NC=C2 (4-[4-(4-chlorophenyl)-5,6,7,8-tetrahydro-4H-cyclohepta[b]thien-2-yl]pyridine). Isolated yield 82.3%. Reaction SMILES: [Cl:1][C:2]1[CH:7]=[CH:6][C:5]([C:8]2(O)[C:17]3[CH:16]=[C:15]([C:18]4[CH:23]=[CH:22][N:21]=[CH:20][CH:19]=4)[S:14][C:13]=3[CH2:12][CH2:11][CH2:10][CH2:9]2)=[CH:4][CH:3]=1.ClCCCl.C([SiH](CC)CC)C.FC(F)(F)S(O)(=O)=O.C([O-])(O)=O.[Na+]>>[Cl:1][C:2]1[CH:7]=[CH:6][C:5]([CH:8]2[C:17]3[CH:16]=[C:15]([C:18]4[CH:19]=[CH:20][N:21]=[CH:22][CH:23]=4)[S:14][C:13]=3[CH2:12][CH2:11][CH2:10][CH2:9]2)=[CH:4][CH:3]=1 |f:4.5|. Procedure details: To a solution of 4-(4-chlorophenyl)-2-pyridin-4-yl-5,6,7,8-tetrahydro-4H-cyclohepta[b]thiophene-4-ol (745.8 mg, 2.10 mmol) in 1,2-dichloroethane (11.0 mL, 140 mmol) were added triethylsilane (3.35 mL, 20.9 mmol) and trifluoromethanesulfonic acid (0.927 mL, 10.5 mmol) and the resulting reddish solution was heated at 100° C. for 16 hr. The reaction mixture was allowed to cool to rt then was neutralized to pH 7 by the addition of a saturated NaHCO3 solution. The organic layer was separated and the ... Reactants: CN(C)C=O, CNC(=O)c1ccc(Cl)nc1, ClCCl, [K+], [K+], Oc1ccc2nc(N3CCC(N4CCCCC4)C3)sc2c1, O=C([O-])[O-]. Product: CNC(=O)c1ccc(Oc2ccc3nc(N4CCC(N5CCCCC5)C4)sc3c2)nc1. Reaction SMILES: [CH3:39][N:40]([CH3:41])[CH:42]=[O:43].[Cl:22][c:23]1[n:24][cH:25][c:26]([C:27](=[O:28])[NH:29][CH3:30])[cH:31][cH:32]1.[Cl:44][CH2:45][Cl:46].[K+:33].[K+:34].[N:1]1([CH:7]2[CH2:8][N:9]([c:12]3[s:13][c:14]4[c:15]([n:16]3)[cH:17][cH:18][c:19]([OH:21])[cH:20]4)[CH2:10][CH2:11]2)[CH2:2][CH2:3][CH2:4][CH2:5][CH2:6]1.[O-:35][C:36]([O-:37])=[O:38]>>[N:1]1([CH:7]2[CH2:8][N:9]([c:12]3[s:13][c:14]4[c:15]([n:16]3)[cH:17][cH:18][c:19]([O:21][c:23]3[n:24][cH:25][c:26]([C:27](=[O:28])[NH:29][CH3:30])[cH:31][cH:32]3)[cH:20]4)[CH2:10][CH2:11]2)[CH2:2][CH2:3][CH2:4][CH2:5][CH2:6]1. The reactants are CC(C)([O-])C.[K+] (potassium tert-butoxide), O=C1C(CCCC1)N1N=C(C=CC1=O)C=1C(=NN2C1C=CC=C2)C2=CC=CC=C2 (3-[2-(2-oxocyclohexyl)-3-oxo-2,3-dihydropyridazin-6-yl]-2-phenylpyrazolo[1,5-a]pyridine). Reagents/catalysts: [Br-].C[P+](C1=CC=CC=C1)(C1=CC=CC=C1)C1=CC=CC=C1 (methyltriphenylphosphonium bromide). Solvent: O1CCCC1 (tetrahydrofuran), O1CCCC1 (tetrahydrofuran). Run at temperature 2.5 celsius, time 1.5 hour. The product is C=C1C(CCCC1)N1N=C(C=CC1=O)C=1C(=NN2C1C=CC=C2)C2=CC=CC=C2 (3-[2-(2-methylenecyclohexyl)-3-oxo-2,3-dihydropyridazin-6-yl]-2-phenylpyrazolo[1,5-a]pyridine). Yield: 37.4%. RXN SMILES: [CH3:1]C(C)([O-])C.[K+].O=[C:8]1[CH2:13][CH2:12][CH2:11][CH2:10][CH:9]1[N:14]1[C:19](=[O:20])[CH:18]=[CH:17][C:16]([C:21]2[C:22]([C:30]3[CH:35]=[CH:34][CH:33]=[CH:32][CH:31]=3)=[N:23][N:24]3[CH:29]=[CH:28][CH:27]=[CH:26][C:25]=23)=[N:15]1>[Br-].C[P+](C1C=CC=CC=1)(C1C=CC=CC=1)C1C=CC=CC=1.O1CCCC1>[CH2:1]=[C:8]1[CH2:13][CH2:12][CH2:11][CH2:10][CH:9]1[N:14]1[C:19](=[O:20])[CH:18]=[CH:17][C:16]([C:21]2[C:22]([C:30]3[CH:31]=[CH:32][CH:33]=[CH:34][CH:35]=3)=[N:23][N:24]3[CH:29]=[CH:28][CH:27]=[CH:26][C:25]=23)=[N:15]1 |f:0.1,3.4|. Reported procedure: To a stirred suspension of methyltriphenylphosphonium bromide (1.39 g) in tetrahydrofuran (30 ml) was added potassium tert-butoxide (437 mg) under nitrogen atmosphere at 0° C. After the mixture was stirred at 0-5° C. for 1.5 hours, to this was added a solution of 3-[2-(2-oxocyclohexyl)-3-oxo-2,3-dihydropyridazin-6-yl]-2-phenylpyrazolo[1,5-a]pyridine (500 mg) in tetrahydrofuran (10 ml). The mixture was stirred at room temperature for 4 hours and stood at room temperature overnight. Insoluble mate... Starting materials: C(C)OC(=O)[C@@H]1C[C@H]([C@H](CC1)NC(=O)C=1NC2=CC=C(C=C2C1)F)NC(=O)C=1SC=2CN(CCC2N1)C ((1S,2R,4S)-4-Ethoxycarbonyl-N1-[(5-fluoroindol-2-yl)carbonyl]-N2-[(5-methyl-4,5,6,7-tetrahydrothiazolo[5,4-c]pyridin-2-yl)carbonyl]-1,2-cyclohexanediamine), Cl.CN (monomethylamine hydrochloride). Product: Cl.FC=1C=C2C=C(NC2=CC1)C(=O)N[C@@H]1[C@@H](C[C@H](CC1)C(NC)=O)NC(=O)C=1SC=2CN(CCC2N1)C ((1S,2R,4S)—N1-[(5-Fluoroindol-2-yl)carbonyl]-4-(N-methylcarbamoyl)-N2-[(5-methyl-4,5,6,7-tetrahydrothiazolo[5,4-c]pyridin-2-yl)carbonyl]-1,2-cyclohexanediamine hydrochloride). RXN SMILES: C([O:3][C:4]([C@H:6]1[CH2:11][CH2:10][C@H:9]([NH:12][C:13]([C:15]2[NH:16][C:17]3[C:22]([CH:23]=2)=[CH:21][C:20]([F:24])=[CH:19][CH:18]=3)=[O:14])[C@H:8]([NH:25][C:26]([C:28]2[S:29][C:30]3[CH2:31][N:32]([CH3:37])[CH2:33][CH2:34][C:35]=3[N:36]=2)=[O:27])[CH2:7]1)=O)C.[ClH:38].[CH3:39][NH2:40]>>[ClH:38].[F:24][C:20]1[CH:21]=[C:22]2[C:17](=[CH:18][CH:19]=1)[NH:16][C:15]([C:13]([NH:12][C@H:9]1[CH2:10][CH2:11][C@H:6]([C:4](=[O:3])[NH:40][CH3:39])[CH2:7][C@H:8]1[NH:25][C:26]([C:28]1[S:29][C:30]3[CH2:31][N:32]([CH3:37])[CH2:33][CH2:34][C:35]=3[N:36]=1)=[O:27])=[O:14])=[CH:23]2 |f:1.2,3.4|. Procedure: (1S,2R,4S)-4-Ethoxycarbonyl-N1-[(5-fluoroindol-2-yl)carbonyl]-N2-[(5-methyl-4,5,6,7-tetrahydrothiazolo[5,4-c]pyridin-2-yl)carbonyl]-1,2-cyclohexanediamine was hydrolyzed and then subjected to a condensation reaction with monomethylamine hydrochloride in a similar manner to Example 157 to obtain the title compound. Starting materials: C(C)(C)(C)C1=C(C(=CC(=C1)C)C(C)(C)C)O (2,6-di-t-butyl-4-methylphenol), B(OCCCC)(OCCCC)OCCCC (tri-n-butyl borate). Yields the product B(OCCCC)(OCCCC)OC1=C(C=C(C=C1C(C)(C)C)C)C(C)(C)C (di-n-butyl 2,6-di-t-butyl-4-methylphenyl borate). RXN SMILES: [C:1]([C:5]1[CH:10]=[C:9]([CH3:11])[CH:8]=[C:7]([C:12]([CH3:15])([CH3:14])[CH3:13])[C:6]=1[OH:16])([CH3:4])([CH3:3])[CH3:2].[B:17](OCCCC)([O:23][CH2:24][CH2:25][CH2:26][CH3:27])[O:18][CH2:19][CH2:20][CH2:21][CH3:22]>>[B:17]([O:16][C:6]1[C:5]([C:1]([CH3:4])([CH3:3])[CH3:2])=[CH:10][C:9]([CH3:11])=[CH:8][C:7]=1[C:12]([CH3:15])([CH3:14])[CH3:13])([O:23][CH2:24][CH2:25][CH2:26][CH3:27])[O:18][CH2:19][CH2:20][CH2:21][CH3:22]. Reported procedure: Di-n-butyl 2,6-di-t-butyl-4-methylphenyl borate was prepared by reacting boric acid with n-butanol to give tri-n-butyl borate which was isolated by distillation. 2,6-di-t-butyl-4-methylphenol (1 mole) was added to the tri-n-butyl borate (1 mole). The reaction mixture was heated and n-butanol collected as distillate. The di-n-butyl 2,6-di-t-butyl-4-methylphenyl borate was isolated by distillation and its purity was confirmed by infra-red spectrascopy and chemical analysis. Reactants: CC#N, CC1(C)OCC=CCO1, CO, [Na+], [Na+], O=C([O-])[O-], OO. Product: CC1(C)OCC2OC2CO1. As a reaction SMILES: [CH3:16][C:17]#[N:18].[CH3:1][C:2]1([CH3:9])[O:3][CH2:4][CH:5]=[CH:6][CH2:7][O:8]1.[CH3:21][OH:22].[Na+:10].[Na+:11].[O-:12][C:13](=[O:14])[O-:15].[OH:19][OH:20]>>[CH3:1][C:2]1([CH3:9])[O:3][CH2:4][CH:5]2[CH:6]([CH2:7][O:8]1)[O:12]2. Yields the product CC1(CCNCC1)N1CC(C1)(N1N=CC(=C1)C=1C2=C(N=CN1)N(C=C2)COCC[Si](C)(C)C)CC#N ({1-(4-Methylpiperidin-4-yl)-3-[4-(7-{[2-(trimethylsilyl)ethoxy]methyl}-7H-pyrrolo[2,3-d]pyrimidin-4-yl)-1H-pyrazol-1-yl]azetidin-3-yl}acetonitrile). Reactants: C(#N)CC1(CN(C1)C1(CCN(CC1)C(=O)OC(C)(C)C)C)N1N=CC(=C1)C=1C2=C(N=CN1)N(C=C2)COCC[Si](C)(C)C (tert-butyl 4-{3-(cyanomethyl)-3-[4-(7-{[2-(trimethylsilyl)ethoxy]methyl}-7H-pyrrolo[2,3-d]pyrimidin-4-yl)-1H-pyrazol-1-yl]azetidin-1-yl}-4-methylpiperidine-1-carboxylate), solution, Cl (HCl). Conditions: time 2 hour. As a reaction SMILES: [C:1]([CH2:3][C:4]1([N:22]2[CH:26]=[C:25]([C:27]3[C:28]4[CH:35]=[CH:34][N:33]([CH2:36][O:37][CH2:38][CH2:39][Si:40]([CH3:43])([CH3:42])[CH3:41])[C:29]=4[N:30]=[CH:31][N:32]=3)[CH:24]=[N:23]2)[CH2:7][N:6]([C:8]2([CH3:21])[CH2:13][CH2:12][N:11](C(OC(C)(C)C)=O)[CH2:10][CH2:9]2)[CH2:5]1)#[N:2].Cl>C1COCC1.O1CCOCC1>[CH3:21][C:8]1([N:6]2[CH2:7][C:4]([CH2:3][C:1]#[N:2])([N:22]3[CH:26]=[C:25]([C:27]4[C:28]5[CH:35]=[CH:34][N:33]([CH2:36][O:37][CH2:38][CH2:39][Si:40]([CH3:42])([CH3:41])[CH3:43])[C:29]=5[N:30]=[CH:31][N:32]=4)[CH:24]=[N:23]3)[CH2:5]2)[CH2:13][CH2:12][NH:11][CH2:10][CH2:9]1. Procedure details: To a solution of tert-butyl 4-{3-(cyanomethyl)-3-[4-(7-{[2-(trimethylsilyl)ethoxy]methyl}-7H-pyrrolo[2,3-d]pyrimidin-4-yl)-1H-pyrazol-1-yl]azetidin-1-yl}-4-methylpiperidine-1-carboxylate (30 mg, 0.05 mmol) in THF (2 mL) was added a 4 N solution of HCl in dioxane (2 mL). After being stirred at room temperature for 2 hours, the reaction mixture was evaporated under reduced pressure to give the title compound (31 mg, 99%), which was used for the next reaction. LC-MS found: 507.2 (M+H)+. Run in C1CCOC1 (THF), O1CCOCC1 (dioxane). Yield: 122.4%. Starting materials: COc1ccccc1, CCn1c(=O)c(-c2cc(NC(=O)Nc3cc(F)cc(Cl)c3)c(F)cc2C)cc2cnc(N(C)Cc3ccc(OC)cc3)cc21, O=C(O)C(F)(F)F. Yields the product CCn1c(=O)c(-c2cc(NC(=O)Nc3cc(F)cc(Cl)c3)c(F)cc2C)cc2cnc(NC)cc21. RXN SMILES: [CH3:45][O:46][c:47]1[cH:48][cH:49][cH:50][cH:51][cH:52]1.[Cl:1][c:2]1[cH:3][c:4]([NH:9][C:10](=[O:11])[NH:12][c:13]2[c:14]([F:44])[cH:15][c:16]([CH3:43])[c:17](-[c:19]3[c:20](=[O:42])[n:21]([CH2:40][CH3:41])[c:22]4[cH:23][c:24]([N:29]([CH3:30])[CH2:31][c:32]5[cH:33][cH:34][c:35]([O:36][CH3:37])[cH:38][cH:39]5)[n:25][cH:26][c:27]4[cH:28]3)[cH:18]2)[cH:5][c:6]([F:8])[cH:7]1.[F:53][C:54]([F:55])([F:56])[C:57]([OH:58])=[O:59]>>[Cl:1][c:2]1[cH:3][c:4]([NH:9][C:10](=[O:11])[NH:12][c:13]2[c:14]([F:44])[cH:15][c:16]([CH3:43])[c:17](-[c:19]3[c:20](=[O:42])[n:21]([CH2:40][CH3:41])[c:22]4[cH:23][c:24]([NH:29][CH3:30])[n:25][cH:26][c:27]4[cH:28]3)[cH:18]2)[cH:5][c:6]([F:8])[cH:7]1. The reactants are Cl (hydrochloric acid), C1(=CC=C(C=C1)S(=O)(=O)O)C.C(C)N(CCOC1=CC=C(C=C1)N1C(=CC2=CC=CC=C12)C1=CC=CC=C1)CC (1-{4-[2-(diethylamino)ethoxy]phenyl}-2-phenylindole p-toluenesulfonate), C(C)(C)O (isopropyl alcohol). RXN SMILES: C1(C)C=CC(S(O)(=O)=O)=CC=1.[CH2:12]([N:14]([CH2:39][CH3:40])[CH2:15][CH2:16][O:17][C:18]1[CH:23]=[CH:22][C:21]([N:24]2[C:32]3[C:27](=[CH:28][CH:29]=[CH:30][CH:31]=3)[CH:26]=[C:25]2[C:33]2[CH:38]=[CH:37][CH:36]=[CH:35][CH:34]=2)=[CH:20][CH:19]=1)[CH3:13].C(O)(C)C.[ClH:45]>C(Cl)(Cl)Cl.O>[ClH:45].[CH2:39]([N:14]([CH2:12][CH3:13])[CH2:15][CH2:16][O:17][C:18]1[CH:19]=[CH:20][C:21]([N:24]2[C:32]3[C:27](=[CH:28][CH:29]=[CH:30][CH:31]=3)[CH:26]=[C:25]2[C:33]2[CH:38]=[CH:37][CH:36]=[CH:35][CH:34]=2)=[CH:22][CH:23]=1)[CH3:40] |f:0.1,6.7|. Procedure: Following a procedure similar to that of Example 1E but using 28.53 g. of 1-(4-hydroxyphenyl)-2-phenylindole, 300 ml. of chlorobenzene, 5.45 g. of sodium methoxide in 68 ml. dry methyl alcohol, and 15 g. of N-(2-chloroethyl)diethylamine there was obtained 35 g. of crude product, 32 g. of which was converted to 30.1 g. of 1-{4-[2-(diethylamino)ethoxy]phenyl}-2-phenylindole p-toluenesulfonate; m.p. 123°-124°C. (isopropyl alcohol). A solution of the free base in chloroform was shaken with a slight ... Yields the product Cl.C(C)N(CCOC1=CC=C(C=C1)N1C(=CC2=CC=CC=C12)C1=CC=CC=C1)CC (1-{4-[2-(diethylamino)ethoxy]phenyl}-2-phenylindole hydrochloride). The solvent is C(Cl)(Cl)Cl (chloroform), O (water). Reactants: [Si](C)(C)(C(C)(C)C)O[C@H]1CCN2N=C([C@H]([C@@H]21)OC2OCCCC2)C2=C(C(=C(C#N)C=C2)Cl)C (4-((3S,3aR,4S)-4-(tert-butyldimethylsilyloxy)-3-(tetrahydro-2H-pyran-2-yloxy)-3a,4,5,6-tetrahydro-3H-pyrrolo[1,2-b]pyrazol-2-yl)-2-chloro-3-methylbenzonitrile), [F-].C(CCC)[N+](CCCC)(CCCC)CCCC (tetrabutylammonium fluoride). Solvent: C(C)(=O)OCC (ethyl acetate), C1CCOC1 (THF). Conditions: time 3 hour. Product: ClC1=C(C#N)C=CC(=C1C)C=1[C@H]([C@H]2N(N1)CC[C@@H]2O)OC2OCCCC2 (2-chloro-4-((3S,3aS,4S)-4-hydroxy-3-(tetrahydro-2H-pyran-2-yloxy)-3a,4,5,6-tetrahydro-3H-pyrrolo[1,2-b]pyrazol-2-yl)-3-methylbenzonitrile). As a reaction SMILES: [Si]([O:8][C@@H:9]1[C@@H:16]2[N:12]([N:13]=[C:14]([C:24]3[CH:31]=[CH:30][C:27]([C:28]#[N:29])=[C:26]([Cl:32])[C:25]=3[CH3:33])[C@H:15]2[O:17][CH:18]2[CH2:23][CH2:22][CH2:21][CH2:20][O:19]2)[CH2:11][CH2:10]1)(C(C)(C)C)(C)C.[F-].C([N+](CCCC)(CCCC)CCCC)CCC>C1COCC1.C(OCC)(=O)C>[Cl:32][C:26]1[C:25]([CH3:33])=[C:24]([C:14]2[C@@H:15]([O:17][CH:18]3[CH2:23][CH2:22][CH2:21][CH2:20][O:19]3)[C@@H:16]3[C@@H:9]([OH:8])[CH2:10][CH2:11][N:12]3[N:13]=2)[CH:31]=[CH:30][C:27]=1[C:28]#[N:29] |f:1.2|. Procedure: To a solution of 4-((3S,3aR,4S)-4-(tert-butyldimethylsilyloxy)-3-(tetrahydro-2H-pyran-2-yloxy)-3a,4,5,6-tetrahydro-3H-pyrrolo[1,2-b]pyrazol-2-yl)-2-chloro-3-methylbenzonitrile (120 mg, 0.245 mmol) in THF (2 mL) at 0° C. was added tetrabutylammonium fluoride (0.49 mL, 0.490 mmol, 1M solution in THF) and the reaction mixture was stirred at room temperature for 3 h. Once the starting material had disappeared (monitored by TLC), it was diluted with ethyl acetate and the organic layer was washed with...